Task: describe an organic reaction: reactants, conditions, products, and yield. Dataset: the Open Reaction Database (ORD), a public repository of structured organic reaction records Reactants: CO, Clc1ccnc2[nH]ccc12, [Na+], O=C=O, [OH-], O. Product: COc1ccnc2[nH]ccc12. As a reaction SMILES: [CH3:13][OH:14].[Cl:1][c:2]1[c:3]2[c:4]([n:5][cH:6][cH:7]1)[nH:8][cH:9][cH:10]2.[Na+:12].[O:15]=[C:16]=[O:17].[OH-:11].[OH2:18]>>[c:2]1([O:15][CH3:16])[c:3]2[c:4]([n:5][cH:6][cH:7]1)[nH:8][cH:9][cH:10]2.